This data is from the Open Reaction Database (ORD), a public repository of structured organic reaction records. The task is: describe an organic reaction: reactants, conditions, products, and yield Starting materials: NC1=C(C(=O)NCCC=2NC=CN2)C=CC=C1 (2-amino-N-[2-(1H-imidazol-2-yl)ethyl]benzamide), C(C)(C)(C)C=1C=C(C(=O)Cl)C=CC1 (meta-t-butylbenzoyl chloride), C(C)OCC (diethyl ether). Run in CO.C(C)(=O)OCC (methanol ethyl acetate). Yields the product N1C(=NC=C1)CCNC(C1=C(C=CC=C1)NC(C1=CC(=CC=C1)C(C)(C)C)=O)=O (N-[2-(1H-Imidazol-2-yl)ethyl]-2-[[3-(1,1-dimethylethyl)-benzoyl]amino]benzamide). Reaction SMILES: [NH2:1][C:2]1[CH:17]=[CH:16][CH:15]=[CH:14][C:3]=1[C:4]([NH:6][CH2:7][CH2:8][C:9]1[NH:10][CH:11]=[CH:12][N:13]=1)=[O:5].[C:18]([C:22]1[CH:23]=[C:24]([CH:28]=[CH:29][CH:30]=1)[C:25](Cl)=[O:26])([CH3:21])([CH3:20])[CH3:19].C(OCC)C>CO.C(OCC)(=O)C>[NH:13]1[CH:12]=[CH:11][N:10]=[C:9]1[CH2:8][CH2:7][NH:6][C:4](=[O:5])[C:3]1[CH:14]=[CH:15][CH:16]=[CH:17][C:2]=1[NH:1][C:25](=[O:26])[C:24]1[CH:28]=[CH:29][CH:30]=[C:22]([C:18]([CH3:20])([CH3:19])[CH3:21])[CH:23]=1 |f:3.4|. Procedure details: The titled compound was prepared substantially in accordance with the method detailed in Example 46 using 2.50 g (0.0107 mol) of 2-amino-N-[2-(1H-imidazol-2-yl)ethyl]benzamide and 4.20 g (0.0213 mol) of meta-t-butylbenzoyl chloride with the exception that, after reducing the organic layer to dryness the resulting residue was dissolved in a 1:7 methanol/ethyl acetate solution. The resulting solution was concentrated until crystals began to form and then diethyl ether was added. The resulting solu...